This data is from the Open Reaction Database (ORD), a public repository of structured organic reaction records. The task is: describe an organic reaction: reactants, conditions, products, and yield Reactants: CCCn1c(=O)cc(NNC(=S)NC(C)=O)n(Cc2ccccc2)c1=O, CCCCCC, O=C1CCC(=O)N1Cl. Product: CCCn1c(=O)c2c(n(Cc3ccccc3)c1=O)NN=C(NC(C)=O)S2. RXN SMILES: [C:1]([CH3:2])(=[O:3])[NH:4][C:5]([NH:6][NH:7][c:8]1[cH:9][c:10](=[O:25])[n:11]([CH2:22][CH2:23][CH3:24])[c:12](=[O:21])[n:13]1[CH2:14][c:15]1[cH:16][cH:17][cH:18][cH:19][cH:20]1)=[S:26].[CH3:35][CH2:36][CH2:37][CH2:38][CH2:39][CH3:40].[Cl:27][N:28]1[C:29](=[O:30])[CH2:31][CH2:32][C:33]1=[O:34]>>[C:1]([CH3:2])(=[O:3])[NH:4][C:5]1=[N:6][NH:7][c:8]2[c:9]([c:10](=[O:25])[n:11]([CH2:22][CH2:23][CH3:24])[c:12](=[O:21])[n:13]2[CH2:14][c:15]2[cH:16][cH:17][cH:18][cH:19][cH:20]2)[S:26]1. Starting materials: NC1=C(C(=O)NCCCN2C=NC=C2)C=CC=C1 (2-amino-N-[3-(1H-imidazol-1-yl)propyl]benzamide), ClC(=O)OCC (ethyl chloroformate). The solvent is C(C)O (ethanol). Yields the product N1(C=NC=C1)CCCN1C(NC2=CC=CC=C2C1=O)=O (3-[3-(1H-Imidazol-1-yl)propyl]-2,4-(1H,3H)-quinazolinedione). As a reaction SMILES: [NH2:1][C:2]1[CH:18]=[CH:17][CH:16]=[CH:15][C:3]=1[C:4]([NH:6][CH2:7][CH2:8][CH2:9][N:10]1[CH:14]=[CH:13][N:12]=[CH:11]1)=[O:5].Cl[C:20](OCC)=[O:21]>C(O)C>[N:10]1([CH2:9][CH2:8][CH2:7][N:6]2[C:4](=[O:5])[C:3]3[C:2](=[CH:18][CH:17]=[CH:16][CH:15]=3)[NH:1][C:20]2=[O:21])[CH:14]=[CH:13][N:12]=[CH:11]1. Procedure: A mixture of 4.0 g of 2-amino-N-[3-(1H-imidazol-1-yl)propyl]benzamide and 15 ml of ethyl chloroformate was heated in an oil bath at 95°-105° C. for 1.5 hours, dissolved in 50 ml of ethanol, and concentrated. The residue was mixed with 100 ml of ethanol and 3.2 g of potassium hydroxide, heated at reflux temperature for 3 hours and concentrated. The residue was dissolved in water and acidified with acetic acid to pH 6-7. The white precipitate was separated by filtration and recrystallized from eth...